The task is: describe an organic reaction: reactants, conditions, products, and yield. This data is from the Open Reaction Database (ORD), a public repository of structured organic reaction records. Starting materials: Cl, C1CCOC1, OC(c1cnc(C2OCCO2)s1)C(F)(F)F, O. Product: O=Cc1ncc(C(O)C(F)(F)F)s1. Reaction SMILES: [ClH:17].[O:18]1[CH2:19][CH2:20][CH2:21][CH2:22]1.[O:1]1[CH:2]([c:6]2[s:7][c:8]([CH:11]([C:12]([F:13])([F:14])[F:15])[OH:16])[cH:9][n:10]2)[O:5][CH2:4][CH2:3]1.[OH2:23]>>[O:1]=[CH:2][c:6]1[s:7][c:8]([CH:11]([C:12]([F:13])([F:14])[F:15])[OH:16])[cH:9][n:10]1. Reactants: BrC1=CC(=C(C(=O)O)C=C1)F (4-Bromo-2-fluorobenzoic acid), Cl.Cl.NC1=C(C(=O)N)C=CC=C1N (2,3-diaminobenzamide dihydrochloride), C1=CN(C=N1)C(=O)N2C=CN=C2 (CDI). RXN SMILES: [Br:1][C:2]1[CH:10]=[CH:9][C:5]([C:6](O)=O)=[C:4]([F:11])[CH:3]=1.C1N=CN(C(N2C=NC=C2)=O)C=1.Cl.Cl.[NH2:26][C:27]1[C:35]([NH2:36])=[CH:34][CH:33]=[CH:32][C:28]=1[C:29]([NH2:31])=[O:30]>N1C=CC=CC=1.CN(C=O)C>[Br:1][C:2]1[CH:10]=[CH:9][C:5]([C:6]2[NH:36][C:35]3[CH:34]=[CH:33][CH:32]=[C:28]([C:29]([NH2:31])=[O:30])[C:27]=3[N:26]=2)=[C:4]([F:11])[CH:3]=1 |f:2.3.4|. The solvent is N1=CC=CC=C1 (pyridine), CN(C)C=O (DMF). Run at temperature 45 celsius, time 1 hour. Procedure: 4-Bromo-2-fluorobenzoic acid (5 g) in a mixture of pyridine (50 mL) and DMF (50 mL) at 45° C. was treated with CDI (0.856 g), stirred at 45° C. for 1 hour, treated with 2,3-diaminobenzamide dihydrochloride (5.1 g), stirred at ambient temperature for 18 hours and concentrated. The concentrate was dissolved in acetic acid (100 mL), heated at 70° C. for 1 hour and concentrated. The concentrate was partitioned between ethyl acetate and sodium bicarbonate solution and the organic phase was isolated, ... Product: BrC1=CC(=C(C=C1)C1=NC2=C(N1)C=CC=C2C(=O)N)F (2-(4-bromo-2-fluorophenyl)-1H-benzimidazole-4-carboxamide).